Dataset: the Open Reaction Database (ORD), a public repository of structured organic reaction records. Task: describe an organic reaction: reactants, conditions, products, and yield As a reaction SMILES: [Cl:35][CH2:36][c:37]1[cH:38][cH:39][c:40]2[cH:41][n:42]([CH2:46][CH2:47][CH2:48][O:49][CH3:50])[n:43][c:44]2[cH:45]1.[OH:1][CH:2]1[CH2:3][N:4]([C:28](=[O:29])[O:30][C:31]([CH3:32])([CH3:33])[CH3:34])[CH2:5][CH2:6][CH:7]1[c:8]1[cH:9][cH:10][c:11]([O:14][CH2:15][CH2:16][CH2:17][O:18][CH2:19][c:20]2[c:21]([O:26][CH3:27])[cH:22][cH:23][cH:24][cH:25]2)[cH:12][cH:13]1>>[O:1]([CH:2]1[CH2:3][N:4]([C:28](=[O:29])[O:30][C:31]([CH3:32])([CH3:33])[CH3:34])[CH2:5][CH2:6][CH:7]1[c:8]1[cH:9][cH:10][c:11]([O:14][CH2:15][CH2:16][CH2:17][O:18][CH2:19][c:20]2[c:21]([O:26][CH3:27])[cH:22][cH:23][cH:24][cH:25]2)[cH:12][cH:13]1)[CH2:36][c:37]1[cH:38][cH:39][c:40]2[cH:41][n:42]([CH2:46][CH2:47][CH2:48][O:49][CH3:50])[n:43][c:44]2[cH:45]1. Yields the product COCCCn1cc2ccc(COC3CN(C(=O)OC(C)(C)C)CCC3c3ccc(OCCCOCc4ccccc4OC)cc3)cc2n1. Reactants: COCCCn1cc2ccc(CCl)cc2n1, COc1ccccc1COCCCOc1ccc(C2CCN(C(=O)OC(C)(C)C)CC2O)cc1. The yield is 131.5%. The solvent is C1CCOC1 (THF), C1CCOC1 (THF), C1CCOC1 (THF). Conditions: time 8 hour. Yields the product Cl.C(N)(=N)NC(=O)NC1=C(SC=C1C)Cl (1-Amidino-3-(2-chloro-4-methyl-3-thienyl)urea hydrochloride). Procedure: A mixture of guanidine hydrochloride (14.33 g), and 50% aqueous NaOH (10.00 g) in THF (250 ml) is stirred at room temperature overnight. THF (250 ml), and anhydrous Na2SO4 (7.5 g) are added to the mixture and stirring continued for 1 hour. A solution of 2-chloro-3-isocyanato-4-methylthiophene (8.68 g) in THF (500 ml) is added dropwise to the stirred mixture. After the addition is complete, stirring is continued for 30 minutes. The solvent is decanted, leaving a THF insoluble material. The solven... Starting materials: ClC=1SC=C(C1N=C=O)C (2-chloro-3-isocyanato-4-methylthiophene), [O-]S(=O)(=O)[O-].[Na+].[Na+] (Na2SO4), Cl.NC(=N)N (guanidine hydrochloride), [OH-].[Na+] (NaOH). Reaction SMILES: Cl.[NH2:2][C:3]([NH2:5])=[NH:4].[OH-].[Na+].[O-]S([O-])(=O)=O.[Na+].[Na+].[Cl:15][C:16]1[S:17][CH:18]=[C:19]([CH3:24])[C:20]=1[N:21]=[C:22]=[O:23]>C1COCC1>[ClH:15].[C:3]([NH:5][C:22]([NH:21][C:20]1[C:19]([CH3:24])=[CH:18][S:17][C:16]=1[Cl:15])=[O:23])(=[NH:2])[NH2:4] |f:0.1,2.3,4.5.6,9.10|. Starting materials: CC(CC1=CNC2=CC=CC=C12)(C)N (1,1-dimethyl-2-(1H-indol-3-yl)ethyl amine), N=1N=NN2C1C=CC(=C2)[C@H]2OC2 ((R)-2-(tetrazolo[1,5-a]pyrid-6-yl)oxirane). Run in C(C)O (ethanol). The product is CC(CC1=CNC2=CC=CC=C12)(C)NC[C@H](O)C=1C=CC=2N(C1)N=NN2 ((R)-α-[[(1,1-dimethyl-2-(1H-indol-3-yl)ethyl)amino]methyl]tetrazolo[1,5-a]pyridine-6-methanol). As a reaction SMILES: [CH3:1][C:2]([NH2:14])([CH3:13])[CH2:3][C:4]1[C:12]2[C:7](=[CH:8][CH:9]=[CH:10][CH:11]=2)[NH:6][CH:5]=1.[N:15]1[N:16]=[N:17][N:18]2[CH:23]=[C:22]([C@@H:24]3[CH2:26][O:25]3)[CH:21]=[CH:20][C:19]=12>C(O)C>[CH3:13][C:2]([NH:14][CH2:26][C@@H:24]([C:22]1[CH:21]=[CH:20][C:19]2[N:18]([N:17]=[N:16][N:15]=2)[CH:23]=1)[OH:25])([CH3:1])[CH2:3][C:4]1[C:12]2[C:7](=[CH:8][CH:9]=[CH:10][CH:11]=2)[NH:6][CH:5]=1. Reported procedure: A solution of 670 mg (3.58 mmol) of (1,1-dimethyl-2-(1H-indol-3-yl)ethyl amine (B. Heath-Brown and P. G. Philpott, J. Chem. Soc., 7165 (1965)) and 598 mg (3.69 mmol) of (R)-2-(tetrazolo[1,5-a]pyrid-6-yl)oxirane in 12 ml of absolute ethanol was heated at reflux for 15 hours. The reaction mixture was concentrated and the residue (1.24 g) chromatographed on silica gel (95:5:1 CH2Cl2 :MeOH:conc. NH4OH) to give 808 mg of (R)-α-[[(1,1-dimethyl-2-(1H-indol-3-yl)ethyl)amino]methyl]tetrazolo[1,5-a]pyridi... Starting materials: COc1ccc(Cl)cc1N1CCNCC1, Cl, O=C(NCC(F)(F)F)C1(CCCCBr)c2ccccc2-c2ccccc21. Product: COc1ccc(Cl)cc1N1CCN(CCCCC2(C(=O)NCC(F)(F)F)c3ccccc3-c3ccccc32)CC1. Reaction SMILES: [Cl:2][c:3]1[cH:4][cH:5][c:6]([O:15][CH3:16])[c:7]([N:9]2[CH2:10][CH2:11][NH:12][CH2:13][CH2:14]2)[cH:8]1.[ClH:1].[F:17][C:18]([CH2:19][NH:20][C:21](=[O:22])[C:23]1([CH2:36][CH2:37][CH2:38][CH2:39][Br:40])[c:24]2[cH:25][cH:26][cH:27][cH:28][c:29]2-[c:30]2[cH:31][cH:32][cH:33][cH:34][c:35]21)([F:41])[F:42]>>[Cl:2][c:3]1[cH:4][cH:5][c:6]([O:15][CH3:16])[c:7]([N:9]2[CH2:10][CH2:11][N:12]([CH2:39][CH2:38][CH2:37][CH2:36][C:23]3([C:21]([NH:20][CH2:19][C:18]([F:17])([F:41])[F:42])=[O:22])[c:24]4[cH:25][cH:26][cH:27][cH:28][c:29]4-[c:30]4[cH:31][cH:32][cH:33][cH:34][c:35]43)[CH2:13][CH2:14]2)[cH:8]1. Reactants: O=C(N=C=S)c1ccccc1, COCCN(C)c1ccc(OC)c(N)c1, CC(C)=O. Yields the product COCCN(C)c1ccc(OC)c(NC(=S)NC(=O)c2ccccc2)c1. As a reaction SMILES: [C:16]([c:17]1[cH:18][cH:19][cH:20][cH:21][cH:22]1)(=[O:23])[N:24]=[C:25]=[S:26].[CH3:1][O:2][c:3]1[c:4]([NH2:15])[cH:5][c:6]([N:9]([CH3:10])[CH2:11][CH2:12][O:13][CH3:14])[cH:7][cH:8]1.[CH3:27][C:28](=[O:29])[CH3:30]>>[CH3:1][O:2][c:3]1[c:4]([NH:15][C:25]([NH:24][C:16]([c:17]2[cH:18][cH:19][cH:20][cH:21][cH:22]2)=[O:23])=[S:26])[cH:5][c:6]([N:9]([CH3:10])[CH2:11][CH2:12][O:13][CH3:14])[cH:7][cH:8]1. Reactants: C(C)(=O)C1=CC=NC=C1 (4-acetylpyridine), CC(CC(=O)O)CC (3-methylvaleric acid). Yields the product CC(CC)C(C(=O)O)C(C1=CC=NC=C1)(C)O (2-(2-Butyl)-3-hydroxy-3-methyl-3-(4-pyridyl)propionic acid). RXN SMILES: [C:1]([C:4]1[CH:9]=[CH:8][N:7]=[CH:6][CH:5]=1)(=[O:3])[CH3:2].[CH3:10][CH:11]([CH2:16][CH3:17])[CH2:12][C:13]([OH:15])=[O:14]>>[CH3:10][CH:11]([CH:12]([C:1]([OH:3])([CH3:2])[C:4]1[CH:9]=[CH:8][N:7]=[CH:6][CH:5]=1)[C:13]([OH:15])=[O:14])[CH2:16][CH3:17]. Procedure details: The reaction of 4-acetylpyridine (24.1 grams, 0.2 mole) with the dianion of 3-methylvaleric acid (from 23.2 grams of acid, 0.2 mole) is carried out as described in Example III.